This data is from the Open Reaction Database (ORD), a public repository of structured organic reaction records. The task is: describe an organic reaction: reactants, conditions, products, and yield Reactants: CS(=O)(=O)OCCN1CCOCC1, [H-], CC1(C)C(C(=O)c2c[nH]c3cccc([N+](=O)[O-])c23)C1(C)C, [Na+], CN(C)C=O. Product: CC1(C)C(C(=O)c2cn(CCN3CCOCC3)c3cccc([N+](=O)[O-])c23)C1(C)C. Reaction SMILES: [CH3:22][S:23]([O:24][CH2:27][CH2:28][N:29]1[CH2:30][CH2:31][O:32][CH2:33][CH2:34]1)(=[O:25])=[O:26].[H-:36].[N+:1](=[O:2])([O-:3])[c:4]1[c:5]2[c:6]([C:13](=[O:14])[CH:15]3[C:16]([CH3:20])([CH3:21])[C:17]3([CH3:18])[CH3:19])[cH:7][nH:8][c:9]2[cH:10][cH:11][cH:12]1.[Na+:35].[O:37]=[CH:38][N:39]([CH3:40])[CH3:41]>>[N+:1](=[O:2])([O-:3])[c:4]1[c:5]2[c:6]([C:13](=[O:14])[CH:15]3[C:16]([CH3:20])([CH3:21])[C:17]3([CH3:18])[CH3:19])[cH:7][n:8]([CH2:27][CH2:28][N:29]3[CH2:30][CH2:31][O:32][CH2:33][CH2:34]3)[c:9]2[cH:10][cH:11][cH:12]1. Reactants: FC1=CC=C(C(=C1C#N)NC=1C=NC=C(C1)F)[N+](=O)[O-] (6-Fluoro-2-(5-fluoropyridin-3-ylamino)-3-nitrobenzonitrile), [Cl-].[NH4+] (ammonium chloride). Reagents/catalysts: [Fe] (iron). The solvent is CO (methanol), O (water). Yields the product NC=1C(=C(C#N)C(=CC1)F)NC=1C=NC=C(C1)F (3-Amino-6-fluoro-2-(5-fluoropyridin-3-ylamino)benzonitrile). The yield is 61.5%. Reaction SMILES: [F:1][C:2]1[C:7]([C:8]#[N:9])=[C:6]([NH:10][C:11]2[CH:12]=[N:13][CH:14]=[C:15]([F:17])[CH:16]=2)[C:5]([N+:18]([O-])=O)=[CH:4][CH:3]=1.[Cl-].[NH4+]>CO.O.[Fe]>[NH2:18][C:5]1[C:6]([NH:10][C:11]2[CH:12]=[N:13][CH:14]=[C:15]([F:17])[CH:16]=2)=[C:7]([C:2]([F:1])=[CH:3][CH:4]=1)[C:8]#[N:9] |f:1.2|. Procedure: (6-Fluoro-2-(5-fluoropyridin-3-ylamino)-3-nitrobenzonitrile (1.73 g, 6.26 mmol), iron powder (712 mg, 12.5 mmol), and ammonium chloride (966 mg, 18.8 mmol) in methanol (40 mL) and water (12 mL) were heated at 90° C. for 1 h. The reaction mixture was filtered and the filtrate concentrated in vacuo. The residue was dissolved in water and extracted with EtOAc (3×20 mL). The combined organic extracts were washed with brine, dried (MgSO4) and concentrated in vacuo. The resultant residue was subjected... Starting materials: COc1ccc2c(c1)C(=O)CCC2, CC(C)(C)[O-], CCO, CC(C)(C)O, [K+], CC(C)CCON=O. Yields the product COc1ccc2c(c1)C(=O)C(=NO)CC2. Reaction SMILES: [CH3:12][O:13][c:14]1[cH:15][cH:16][c:17]2[c:22]([cH:23]1)[C:21](=[O:24])[CH2:20][CH2:19][CH2:18]2.[CH3:1][C:2]([CH3:3])([O-:4])[CH3:5].[CH3:33][CH2:34][OH:35].[CH3:7][C:8]([OH:9])([CH3:10])[CH3:11].[K+:6].[N:25](=[O:26])[O:27][CH2:28][CH2:29][CH:30]([CH3:31])[CH3:32]>>[CH3:12][O:13][c:14]1[cH:15][cH:16][c:17]2[c:22]([cH:23]1)[C:21](=[O:24])[C:20](=[N:25][OH:26])[CH2:19][CH2:18]2. Starting materials: Brc1cccnc1, CCOC1CN(c2nccs2)CC1Nc1nc(CC)c(-c2ccc(Cl)cc2Cl)nc1CC. Product: CCOC1CN(c2cccnc2)CC1Nc1nc(CC)c(-c2ccc(Cl)cc2Cl)nc1CC. RXN SMILES: [Br:33][c:34]1[cH:35][n:36][cH:37][cH:38][cH:39]1.[Cl:1][c:2]1[c:3](-[c:9]2[n:10][c:11]([CH2:31][CH3:32])[c:12]([NH:17][CH:18]3[CH2:19][N:20]([c:26]4[s:27][cH:28][cH:29][n:30]4)[CH2:21][CH:22]3[O:23][CH2:24][CH3:25])[n:13][c:14]2[CH2:15][CH3:16])[cH:4][cH:5][c:6]([Cl:8])[cH:7]1>>[Cl:1][c:2]1[c:3](-[c:9]2[n:10][c:11]([CH2:31][CH3:32])[c:12]([NH:17][CH:18]3[CH2:19][N:20]([c:34]4[cH:35][n:36][cH:37][cH:38][cH:39]4)[CH2:21][CH:22]3[O:23][CH2:24][CH3:25])[n:13][c:14]2[CH2:15][CH3:16])[cH:4][cH:5][c:6]([Cl:8])[cH:7]1. Starting materials: [H-].[H-].[H-].[H-].[Li+].[Al+3] (LiAlH4), C(C)(C)(C)OC(=O)NC1(CCN(CC1)C=1C2=C(N=CN1)NC=C2)C(=O)N[C@@H](CC(=O)OC)C2=CC=C(C=C2)Cl ((S)-methyl 3-(4-(tert-butoxycarbonylamino)-1-(7H-pyrrolo[2,3-d]pyrimidin-4-yl)piperidine-4-carboxamido)-3-(4-chlorophenyl)propanoate), C(C)(C)(C)OC(=O)NC1(CCN(CC1)C=1C2=C(N=CN1)NC=C2)C(=O)N[C@@H](CC(=O)OC)C2=CC=C(C=C2)Cl ((S)-methyl 3-(4-(tert-butoxycarbonylamino)-1-(7H-pyrrolo[2,3-d]pyrimidin-4-yl)piperidine-4-carboxamido)-3-(4-chlorophenyl)propanoate). The solvent is C1CCOC1 (THF). Run at temperature 0 celsius, time 1 hour. The product is ClC1=CC=C(C=C1)[C@H](CCO)NC(=O)C1(CCN(CC1)C=1C2=C(N=CN1)NC=C2)NC(OC(C)(C)C)=O ((S)-tert-butyl 4-(1-(4-chlorophenyl)-3-hydroxypropylcarbamoyl)-1-(7H-pyrrolo[2,3-d]pyrimidin-4-yl)piperidin-4-ylcarbamate). Isolated yield 86.2%. Reaction SMILES: [H-].[H-].[H-].[H-].[Li+].[Al+3].[C:7]([O:11][C:12]([NH:14][C:15]1([C:30]([NH:32][C@H:33]([C:39]2[CH:44]=[CH:43][C:42]([Cl:45])=[CH:41][CH:40]=2)[CH2:34][C:35](OC)=[O:36])=[O:31])[CH2:20][CH2:19][N:18]([C:21]2[C:22]3[CH:29]=[CH:28][NH:27][C:23]=3[N:24]=[CH:25][N:26]=2)[CH2:17][CH2:16]1)=[O:13])([CH3:10])([CH3:9])[CH3:8]>C1COCC1>[Cl:45][C:42]1[CH:41]=[CH:40][C:39]([C@@H:33]([NH:32][C:30]([C:15]2([NH:14][C:12](=[O:13])[O:11][C:7]([CH3:9])([CH3:8])[CH3:10])[CH2:16][CH2:17][N:18]([C:21]3[C:22]4[CH:29]=[CH:28][NH:27][C:23]=4[N:24]=[CH:25][N:26]=3)[CH2:19][CH2:20]2)=[O:31])[CH2:34][CH2:35][OH:36])=[CH:44][CH:43]=1 |f:0.1.2.3.4.5|. Procedure: LiAlH4 (2.280 mL, 2.28 mmol) was added dropwise to (S)-methyl 3-(4-(tert-butoxycarbonylamino)-1-(7H-pyrrolo[2,3-d]pyrimidin-4-yl)piperidine-4-carboxamido)-3-(4-chlorophenyl)propanoate (Intermediate 21) (1.27 g, 2.28 mmol) in THF (70 mL) cooled to 0° C. under nitrogen. The resulting solution was stirred at 20° C. for 1 hour. The reaction mixture was quenched with sodium hydroxide (2M) (2 mL) and water (1 mL). The solution was filtered and was diluted with EtOAc (200 mL), and washed sequentially w... The reactants are Cl.FC1=CC2=C(C(=NO2)C2CCNCC2)C=C1 (6-fluoro-3(4-piperidinyl)-1,2 benzisoxazole hydrochloride), C(=O)([O-])[O-].[K+].[K+] (K2CO3), ClCCOC1=C(C=C(C=C1)C(C)=O)OC (1-[4-(2-chloroethoxy)-3-methoxyphenyl]ethanone), CN(C=O)C (dimethylformamide). Run in O (water). Run at temperature 90 celsius. Yields the product FC1=CC2=C(C(=NO2)C2CCN(CC2)CCOC2=C(C=C(C=C2)C(C)=O)OC)C=C1 (1-[4-[2-[4-(6-Fluoro-1,2-benzisoxazol-3-yl)-1-piperidinyl]ethoxy]-3-methoxyphenyl]-ethanone). Isolated yield 89.7%. Reaction SMILES: Cl.[F:2][C:3]1[CH:17]=[CH:16][C:6]2[C:7]([CH:10]3[CH2:15][CH2:14][NH:13][CH2:12][CH2:11]3)=[N:8][O:9][C:5]=2[CH:4]=1.C([O-])([O-])=O.[K+].[K+].Cl[CH2:25][CH2:26][O:27][C:28]1[CH:33]=[CH:32][C:31]([C:34](=[O:36])[CH3:35])=[CH:30][C:29]=1[O:37][CH3:38].CN(C)C=O>O>[F:2][C:3]1[CH:17]=[CH:16][C:6]2[C:7]([CH:10]3[CH2:11][CH2:12][N:13]([CH2:25][CH2:26][O:27][C:28]4[CH:33]=[CH:32][C:31]([C:34](=[O:36])[CH3:35])=[CH:30][C:29]=4[O:37][CH3:38])[CH2:14][CH2:15]3)=[N:8][O:9][C:5]=2[CH:4]=1 |f:0.1,2.3.4|. Procedure details: A stirred mixture of 6-fluoro-3(4-piperidinyl)-1,2 benzisoxazole hydrochloride (5.1 g, 20 mmol), K2CO3 (5.2 g), 1-[4-(2-chloroethoxy)-3-methoxyphenyl]ethanone (5.0 g, 1022 mmol), and dimethylformamide (90 ml) was heated at 90° C. for 16 hours. The reaction was poured into water, and the aqueous mixture was extracted with ethyl acetate. The ethyl acetate was washed (water), dried (MgSO4), and concentrated to afford 7.4 g of a yellow solid. The solid was chromatographed on a Waters Prep LC 500 uti... Yield: 88.5%. Yields the product N1(N=CC=C1)C1=CC=C(C=C1)S(=O)(=O)NC1=C(SC=C1)C(=O)O (3-[4-(1H-Pyrazol-1-yl)phenylsulfonamido]thiophene-2-carboxylic acid). Reaction SMILES: [N:1]1([C:6]2[CH:11]=[CH:10][C:9]([S:12]([NH:15][C:16]3[CH:20]=[CH:19][S:18][C:17]=3[C:21]([O:23]C)=[O:22])(=[O:14])=[O:13])=[CH:8][CH:7]=2)[CH:5]=[CH:4][CH:3]=[N:2]1.[OH-].[Na+]>O1CCCC1.CO>[N:1]1([C:6]2[CH:11]=[CH:10][C:9]([S:12]([NH:15][C:16]3[CH:20]=[CH:19][S:18][C:17]=3[C:21]([OH:23])=[O:22])(=[O:14])=[O:13])=[CH:8][CH:7]=2)[CH:5]=[CH:4][CH:3]=[N:2]1 |f:1.2|. Reactants: N1(N=CC=C1)C1=CC=C(C=C1)S(=O)(=O)NC1=C(SC=C1)C(=O)OC (Methyl 3-[4-(1H-pyrazol-1-yl)phenylsulfonamido]thiophene-2-carboxylate), [OH-].[Na+] (sodium hydroxide). Solvent: O1CCCC1 (tetrahydrofuran), CO (methanol). Procedure details: To a solution of 116 (0.40 g; 1.1 mmol) in tetrahydrofuran (20 mL) and methanol (7 mL) was added aqueous sodium hydroxide (20 mL; 2N) and then heated at 80° C. for 24 hours. The reaction mixture was allowed to cool to room temperature and then extracted with diethyl ether (20 mL). The aqueous layer was separated and acidified with aqueous hydrochloric acid (15 mL; 2N) then extracted with ethyl acetate (2×20 mL). The combined organic phases were dried over magnesium sulfate, filtered, and concent... Run at temperature 80 celsius. Reactants: C(C1=CC=CC=C1)OC=1C(=NC(=NC1C)Cl)CCCCCCCCCCOCOC (5-(benzyloxy)-2-chloro-4-(10-(methoxymethoxy)decyl)-6-methylpyrimidine), CO (methanol), [Na] (sodium). Yields the product C(C1=CC=CC=C1)OC=1C(=NC(=NC1C)OC)CCCCCCCCCCOCOC (5-(Benzyloxy)-2-methoxy-4-(10-(methoxymethoxy)decyl)-6-methylpyrimidine). Reaction SMILES: [CH2:1]([O:8][C:9]1[C:10]([CH2:17][CH2:18][CH2:19][CH2:20][CH2:21][CH2:22][CH2:23][CH2:24][CH2:25][CH2:26][O:27][CH2:28][O:29][CH3:30])=[N:11][C:12](Cl)=[N:13][C:14]=1[CH3:15])[C:2]1[CH:7]=[CH:6][CH:5]=[CH:4][CH:3]=1.[Na].[CH3:32][OH:33]>>[CH2:1]([O:8][C:9]1[C:10]([CH2:17][CH2:18][CH2:19][CH2:20][CH2:21][CH2:22][CH2:23][CH2:24][CH2:25][CH2:26][O:27][CH2:28][O:29][CH3:30])=[N:11][C:12]([O:33][CH3:32])=[N:13][C:14]=1[CH3:15])[C:2]1[CH:7]=[CH:6][CH:5]=[CH:4][CH:3]=1 |^1:30|. Procedure details: To a stirred solution containing 41.0 mg (0.09 mmol) of 5-(benzyloxy)-2-chloro-4-(10-(methoxymethoxy)decyl)-6-methylpyrimidine in 5 mL of anhydrous methanol were added 22 mg (0.94 mmol) of sodium. The mixture was then stirred at reflux for 16 h. The reaction was quenched with water and poured into 50 mL of water. The mixture was extracted with two 50-mL portions of ethyl acetate. The combined organic solution was washed with one 50-mL portion of brine, dried (MgSO4) and concentrated under dimini... Reactants: CC(C)(C)OC(=O)N1CC2(CCN(C(=O)OCc3ccccc3)CC2)C1, ClCCl, O=C(O)C(F)(F)F. Product: O=C(OCc1ccccc1)N1CCC2(CC1)CNC2. As a reaction SMILES: [CH2:1]1[N:2]([C:20]([O:21][C:22]([CH3:23])([CH3:24])[CH3:25])=[O:26])[CH2:3][C:4]12[CH2:5][CH2:6][N:7]([C:10](=[O:11])[O:12][CH2:13][c:14]1[cH:15][cH:16][cH:17][cH:18][cH:19]1)[CH2:8][CH2:9]2.[Cl:34][CH2:35][Cl:36].[F:27][C:28]([F:29])([F:30])[C:31]([OH:32])=[O:33]>>[CH2:1]1[NH:2][CH2:3][C:4]12[CH2:5][CH2:6][N:7]([C:10](=[O:11])[O:12][CH2:13][c:14]1[cH:15][cH:16][cH:17][cH:18][cH:19]1)[CH2:8][CH2:9]2. Starting materials: Cl, Cl, Cl, COc1cc(Nc2nc(C(N)CC(C)C)cs2)ccc1-n1cnc(C)c1, O=S(=O)(Cl)Cc1ccccc1. The product is COc1cc(Nc2nc(C(CC(C)C)NS(=O)(=O)Cc3ccccc3)cs2)ccc1-n1cnc(C)c1. RXN SMILES: [ClH:1].[ClH:2].[ClH:3].[NH2:4][CH:5]([CH2:6][CH:7]([CH3:8])[CH3:9])[c:10]1[n:11][c:12]([NH:15][c:16]2[cH:17][c:18]([O:28][CH3:29])[c:19](-[n:22]3[cH:23][n:24][c:25]([CH3:27])[cH:26]3)[cH:20][cH:21]2)[s:13][cH:14]1.[c:30]1([CH2:36][S:37](=[O:38])(=[O:39])[Cl:40])[cH:31][cH:32][cH:33][cH:34][cH:35]1>>[NH:4]([CH:5]([CH2:6][CH:7]([CH3:8])[CH3:9])[c:10]1[n:11][c:12]([NH:15][c:16]2[cH:17][c:18]([O:28][CH3:29])[c:19](-[n:22]3[cH:23][n:24][c:25]([CH3:27])[cH:26]3)[cH:20][cH:21]2)[s:13][cH:14]1)[S:37]([CH2:36][c:30]1[cH:31][cH:32][cH:33][cH:34][cH:35]1)(=[O:38])=[O:39].